This data is from the Open Reaction Database (ORD), a public repository of structured organic reaction records. The task is: describe an organic reaction: reactants, conditions, products, and yield Reactants: C(C1=CC=CC=C1)O[C@@H]([C@@H](C)OC1=NC(=NC=C1C(F)(F)F)NC1=CC=C(C=C1)S(=O)(=NC(C(F)(F)F)=O)C1CC1)C ((RS)—S-(4-{[4-{[(1R,2R)-2-(benzyloxy)-1-methylpropyl]oxy}-5-(trifluoromethyl)pyrimidin-2-yl]amino}phenyl)-S-cyclopropyl-N-(trifluoroacetyl)sulphoximide). The reagents and catalysts are [Pd] (palladium on carbon). The solvent is C(C)O (ethanol). Product: C1(CC1)S(=O)(=NC(C(F)(F)F)=O)C1=CC=C(C=C1)NC1=NC=C(C(=N1)O[C@@H]([C@@H](C)O)C)C(F)(F)F ((RS)—S-cyclopropyl-S-(4-{[4-{[(1R,2R)-2-hydroxy-1-methylpropyl]oxy}-5-(trifluoromethyl)pyrimidin-2-yl]amino}phenyl)-N-(trifluoroacetyl)sulphoximide). Isolated yield 79.0%. RXN SMILES: C([O:8][C@H:9]([CH3:42])[C@H:10]([O:12][C:13]1[C:18]([C:19]([F:22])([F:21])[F:20])=[CH:17][N:16]=[C:15]([NH:23][C:24]2[CH:29]=[CH:28][C:27]([S:30]([CH:39]3[CH2:41][CH2:40]3)(=[N:32][C:33](=[O:38])[C:34]([F:37])([F:36])[F:35])=[O:31])=[CH:26][CH:25]=2)[N:14]=1)[CH3:11])C1C=CC=CC=1>C(O)C.[Pd]>[CH:39]1([S:30]([C:27]2[CH:26]=[CH:25][C:24]([NH:23][C:15]3[N:14]=[C:13]([O:12][C@H:10]([CH3:11])[C@H:9]([OH:8])[CH3:42])[C:18]([C:19]([F:21])([F:22])[F:20])=[CH:17][N:16]=3)=[CH:29][CH:28]=2)(=[N:32][C:33](=[O:38])[C:34]([F:36])([F:35])[F:37])=[O:31])[CH2:41][CH2:40]1. Procedure: A solution of (RS)—S-(4-{[4-{[(1R,2R)-2-(benzyloxy)-1-methylpropyl]oxy}-5-(trifluoromethyl)pyrimidin-2-yl]amino}phenyl)-S-cyclopropyl-N-(trifluoroacetyl)sulphoximide in ethanol was admixed with palladium on carbon (10%) and hydrogenated under atmospheric pressure at room temperature. The mixture was filtered and concentrated by evaporation (yield: 79%). Starting materials: F[C@@H]1CO[C@@H](CC[C@H]1NC(OC(C)(C)C)=O)C1=C(C=NN1C)[N+](=O)[O-] (tert-butyl ((3S,4R,7S)-3-fluoro-7-(1-methyl-4-nitro-1H-pyrazol-5-yl)oxepan-4-yl)carbamate), NC1=C(N=C(S1)C1=C(C=CC=C1F)F)C(=O)NC=1C=NN(C1C1OC[C@H]([C@H](CC1)N)F)C (5-amino-N-(5-((5S,6S)-5-amino-6-fluorooxepan-2-yl)-1-methyl-1H-pyrazol-4-yl)-2-(2,6-difluorophenyl)thiazole-4-carboxamide), F[C@@H]1CO[C@@H](CC[C@H]1NC(OC(C)(C)C)=O)C1=C(C=NN1C)[N+](=O)[O-] (tert-butyl ((3S,4R,7S)-3-fluoro-7-(1-methyl-4-nitro-1H-pyrazol-5-yl)oxepan-4-yl)carbamate), NC1=C(N=C(S1)C1=C(C=CC=C1F)F)C(=O)NC=1C=NN(C1C1OC[C@H]([C@H](CC1)N)F)C (5-amino-N-(5-((5S,6S)-5-amino-6-fluorooxepan-2-yl)-1-methyl-1H-pyrazol-4-yl)-2-(2,6-difluorophenyl)thiazole-4-carboxamide). Product: N[C@@H]1CC[C@H](OC[C@H]1F)C1=C(C=NN1C)NC(=O)C=1N=C(SC1)C1=C(C=C(C=C1)C)F (N-(5-((2S,5R,6S)-5-amino-6-fluorooxepan-2-yl)-1-methyl-1H-pyrazol-4-yl)-2-(2-fluoro-4-methylphenyl)thiazole-4-carboxamide). RXN SMILES: F[C@H:2]1[C@H](NC(=O)OC(C)(C)C)CC[C@@H](C2N(C)N=CC=2[N+]([O-])=O)OC1.N[C:27]1[S:31][C:30]([C:32]2[C:37](F)=[CH:36][CH:35]=[CH:34][C:33]=2[F:39])=[N:29][C:28]=1[C:40]([NH:42][C:43]1[CH:44]=[N:45][N:46]([CH3:57])[C:47]=1[CH:48]1[CH2:54][CH2:53][C@H:52]([NH2:55])[C@H:51]([F:56])[CH2:50][O:49]1)=[O:41]>>[NH2:55][C@H:52]1[C@H:51]([F:56])[CH2:50][O:49][C@H:48]([C:47]2[N:46]([CH3:57])[N:45]=[CH:44][C:43]=2[NH:42][C:40]([C:28]2[N:29]=[C:30]([C:32]3[CH:37]=[CH:36][C:35]([CH3:2])=[CH:34][C:33]=3[F:39])[S:31][CH:27]=2)=[O:41])[CH2:54][CH2:53]1. Reported procedure: Following the procedure for Example 111 starting from tert-butyl ((3S,4R,7S)-3-fluoro-7-(1-methyl-4-nitro-1H-pyrazol-5-yl)oxepan-4-yl)carbamate (Intermediate 80), and replacing 5-((tert-butoxycarbonyl)amino)-2-(2,6-difluorophenyl)thiazole-4-carboxylic acid with 2-(2-fluoro-4-methylphenyl)thiazole-4-carboxylic acid (Intermediate 131) gave 316. 1H NMR (400 MHz, DMSO-d6) δ 9.87 (s, 1H), 8.48 (s, 1H), 8.36 (t, J=8.1 Hz, 1H), 7.89 (s, 1H), 7.34-7.18 (m, 2H), 4.87 (dd, J=10.6, 3.6 Hz, 1H), 4.57-4.39 (... The reactants are C1CCOC1, COP(=O)(OC)C(OC1CCCCO1)c1cccc(C#N)c1, [H-], [Na+], O, O=Cc1ccncc1. Product: N#Cc1cccc(C(=Cc2ccncc2)OC2CCCCO2)c1. Reaction SMILES: [CH2:34]1[O:35][CH2:36][CH2:37][CH2:38]1.[CH3:3][O:4][P:5](=[O:6])([O:7][CH3:8])[CH:9]([O:10][CH:11]1[O:12][CH2:13][CH2:14][CH2:15][CH2:16]1)[c:17]1[cH:18][c:19]([C:23]#[N:24])[cH:20][cH:21][cH:22]1.[H-:1].[Na+:2].[OH2:33].[n:25]1[cH:26][cH:27][c:28]([CH:31]=[O:32])[cH:29][cH:30]1>>[C:9]([O:10][CH:11]1[O:12][CH2:13][CH2:14][CH2:15][CH2:16]1)([c:17]1[cH:18][c:19]([C:23]#[N:24])[cH:20][cH:21][cH:22]1)=[CH:31][c:28]1[cH:27][cH:26][n:25][cH:30][cH:29]1. The reactants are ClC1=NC=C(C(=N1)NCCC)I (2-chloro-5-iodo-N-propylpyrimidin-4-amine), solution, CN (methylamine). Solvent: O1CCCC1 (tetrahydrofuran), CO (methanol). Run at temperature 80 celsius, time 30 minute. The product is IC=1C(=NC(=NC1)NC)NCCC (5-iodo-N2-methyl-N4-propylpyrimidine-2,4-diamine). RXN SMILES: Cl[C:2]1[N:7]=[C:6]([NH:8][CH2:9][CH2:10][CH3:11])[C:5]([I:12])=[CH:4][N:3]=1.[CH3:13][NH2:14]>O1CCCC1.CO>[I:12][C:5]1[C:6]([NH:8][CH2:9][CH2:10][CH3:11])=[N:7][C:2]([NH:14][CH3:13])=[N:3][CH:4]=1. Reported procedure: To a solution of 2-chloro-5-iodo-N-propylpyrimidin-4-amine (F1, 46.3 mg) in tetrahydrofuran (0.5 mL), a 9.8 mol/L solution of methylamine in methanol (0.5 mL) was added at room temperature, the reaction vessel was sealed, and then by using a microwave reaction system, the mixture was stirred at 80° C. for 30 minutes. The reaction mixture was cooled to room temperature, and then the solvent was evaporated under reduced pressure. The obtained residue was purified by silica gel column chromatograph...